The task is: describe an organic reaction: reactants, conditions, products, and yield. This data is from the Open Reaction Database (ORD), a public repository of structured organic reaction records. Starting materials: C(C1=CC=CC=C1)N(CC1=CC=CC=C1)[C@H](C=O)C ((S)-2-(N,N-Dibenzylamino)-propionaldehyde), BrCCCCCCCCCCCCCCCCCC (1-bromooctadecane). Yields the product C(C1=CC=CC=C1)N(CC1=CC=CC=C1)[C@@H](C)[C@@H](CCCCCCCCCCCCCCCCCC)O ((2S,3R)-2-(N,N-Dibenzylamino)-3-heneicosanol), oil. Isolated yield 56.0%. As a reaction SMILES: [CH2:1]([N:8]([C@@H:16]([CH3:19])[CH:17]=[O:18])[CH2:9][C:10]1[CH:15]=[CH:14][CH:13]=[CH:12][CH:11]=1)[C:2]1[CH:7]=[CH:6][CH:5]=[CH:4][CH:3]=1.Br[CH2:21][CH2:22][CH2:23][CH2:24][CH2:25][CH2:26][CH2:27][CH2:28][CH2:29][CH2:30][CH2:31][CH2:32][CH2:33][CH2:34][CH2:35][CH2:36][CH2:37][CH3:38]>>[CH2:9]([N:8]([C@H:16]([C@H:17]([OH:18])[CH2:38][CH2:37][CH2:36][CH2:35][CH2:34][CH2:33][CH2:32][CH2:31][CH2:30][CH2:29][CH2:28][CH2:27][CH2:26][CH2:25][CH2:24][CH2:23][CH2:22][CH3:21])[CH3:19])[CH2:1][C:2]1[CH:7]=[CH:6][CH:5]=[CH:4][CH:3]=1)[C:10]1[CH:15]=[CH:14][CH:13]=[CH:12][CH:11]=1. Reported procedure: According to the method of Example 26, from aldehyde 4 (350 mg, 1.38 mmol) and 1-bromooctadecane (1.15 g, 3.45 mmol), alcohol 46 was obtained as a colorless oil (395 mg, 56% yield). Starting materials: C1CCOC1, COC(=O)COCC#CCN1C(=O)CCCC1C=O, COP(=O)(CC(=O)Cc1cccc(Cl)c1)OC, [H-], [Na+]. Product: COC(=O)COCC#CCN1C(=O)CCCC1C=CC(=O)Cc1cccc(Cl)c1. As a reaction SMILES: [CH2:39]1[O:40][CH2:41][CH2:42][CH2:43]1.[CH3:20][O:21][C:22]([CH2:23][O:24][CH2:25][C:26]#[C:27][CH2:28][N:29]1[CH:30]([CH:36]=[O:37])[CH2:31][CH2:32][CH2:33][C:34]1=[O:35])=[O:38].[CH3:3][O:4][P:5](=[O:6])([O:7][CH3:8])[CH2:9][C:10]([CH2:11][c:12]1[cH:13][c:14]([Cl:18])[cH:15][cH:16][cH:17]1)=[O:19].[H-:1].[Na+:2]>>[CH:9]([C:10]([CH2:11][c:12]1[cH:13][c:14]([Cl:18])[cH:15][cH:16][cH:17]1)=[O:19])=[CH:36][CH:30]1[N:29]([CH2:28][C:27]#[C:26][CH2:25][O:24][CH2:23][C:22]([O:21][CH3:20])=[O:38])[C:34](=[O:35])[CH2:33][CH2:32][CH2:31]1. The reactants are C(C)OC(=O)C1=CN=C2N(C1=O)C=CC=C2SC(N(C)C)=O (3-ethoxycarbonyl-9-(dimethylcarbamoylthio)-4-oxo-4H-pyrido[1,2-a]pyrimidine), [N+](=O)([O-])C1=C(C=CC=C1)SCl (2-nitrophenylsulphenyl chloride), resultant mixture. Reagents/catalysts: [Cl-].[Zn+2].[Cl-] (zinc chloride). Run in ClCCCl (1,2-dichloroethane), ClCCCl (1,2-dichloroethane). Product: C(C)OC(=O)C1=CN=C2N(C1=O)C=CC=C2SSC2=C(C=CC=C2)[N+](=O)[O-] (3-Ethoxycarbonyl-9-(2-nitrophenyldithio)-4-oxo-4H-pyrido[1,2-a]pyrimidine). The yield is 90.5%. Reaction SMILES: [CH2:1]([O:3][C:4]([C:6]1[C:11](=[O:12])[N:10]2[CH:13]=[CH:14][CH:15]=[C:16]([S:17]C(=O)N(C)C)[C:9]2=[N:8][CH:7]=1)=[O:5])[CH3:2].[N+:23]([C:26]1[CH:31]=[CH:30][CH:29]=[CH:28][C:27]=1[S:32]Cl)([O-:25])=[O:24]>ClCCCl.[Cl-].[Zn+2].[Cl-]>[CH2:1]([O:3][C:4]([C:6]1[C:11](=[O:12])[N:10]2[CH:13]=[CH:14][CH:15]=[C:16]([S:17][S:32][C:27]3[CH:28]=[CH:29][CH:30]=[CH:31][C:26]=3[N+:23]([O-:25])=[O:24])[C:9]2=[N:8][CH:7]=1)=[O:5])[CH3:2] |f:3.4.5|. Reported procedure: To a solution of 0.32 g (1 mmol) of 3-ethoxycarbonyl-9-(dimethylcarbamoylthio)-4-oxo-4H-pyrido[1,2-a]pyrimidine (I d'-1) in 10 ml of dry 1,2-dichloroethane are added 0.2 g (1.5 mmol) of 2-nitrophenylsulphenyl chloride (X) and 0.2 g (1.5 mmol) of zinc chloride, and the resultant mixture is stirred for 35 minutes at room temperature. After the mixture is diluted with 1,2-dichloroethane, it is washed with N-HCl, 5% NaHCO3 and saturated brine in order. The organic layer is dried over sodium sulfate ...